This data is from the Open Reaction Database (ORD), a public repository of structured organic reaction records. The task is: describe an organic reaction: reactants, conditions, products, and yield Yields the product O.COC=1C=C2C(C(C(C2=CC1OC)=O)=NNC(=O)NC1=CC=CC=C1)=O (5,6-dimethoxy-2-(4-phenyl semicarbazono)-indan-1,3-dione, monohydrate). Reaction SMILES: O.[CH3:2][O:3][C:4]1[CH:5]=[C:6]2[C:10](=[CH:11][C:12]=1[O:13][CH3:14])[C:9](=[O:15])[C:8](=O)[C:7]2=[O:17].Cl.[C:19]1([NH:25][C:26](=[O:29])[NH:27][NH2:28])[CH:24]=[CH:23][CH:22]=[CH:21][CH:20]=1>>[OH2:3].[CH3:14][O:13][C:12]1[CH:11]=[C:10]2[C:6](=[CH:5][C:4]=1[O:3][CH3:2])[C:7](=[O:17])[C:8](=[N:28][NH:27][C:26]([NH:25][C:19]1[CH:20]=[CH:21][CH:22]=[CH:23][CH:24]=1)=[O:29])[C:9]2=[O:15] |f:0.1,2.3,4.5|. Procedure details: 5,6-dimethoxyindan-1,2,3-trione, monohydrate, 4-phenyl semicarbazide hydrochloride Reactants: O.COC=1C=C2C(C(C(C2=CC1OC)=O)=O)=O (5,6-dimethoxyindan-1,2,3-trione, monohydrate), Cl.C1(=CC=CC=C1)NC(NN)=O (4-phenyl semicarbazide hydrochloride). Reaction conditions: time 30 minute. The yield is 90.3%. Reported procedure: To a suspension of sodium hydride (0.48 g, 20 mmol, 2 eq.) in 30 ml dry DMF was added 2-hydroxymethyl-3-benzyloxy-6-methyl-pyran-4(1H)-one (2.46 g, 10 mmol, 1 eq.) followed by dropwise addition of iodomethane (4.26 g, 30 mmol, 3 eq.) at 0° C. under nitrogen. After stirring for 30 minutes at this temperature, the reaction mixture was poured into ice cold water (100 ml) and extracted with dichloromethane (3×50 ml). The combined organic fractions were dried over anhydrous sodium sulphate, filtered ... Starting materials: ice, [H-].[Na+] (sodium hydride), IC (iodomethane), OCC=1OC(=CC(C1OCC1=CC=CC=C1)=O)C (2-hydroxymethyl-3-benzyloxy-6-methyl-pyran-4(1H)-one). Reaction SMILES: [H-].[Na+].[OH:3][CH2:4][C:5]1[O:6][C:7]([CH3:20])=[CH:8][C:9](=[O:19])[C:10]=1[O:11][CH2:12][C:13]1[CH:18]=[CH:17][CH:16]=[CH:15][CH:14]=1.I[CH3:22]>CN(C=O)C>[CH3:22][O:3][CH2:4][C:5]1[O:6][C:7]([CH3:20])=[CH:8][C:9](=[O:19])[C:10]=1[O:11][CH2:12][C:13]1[CH:18]=[CH:17][CH:16]=[CH:15][CH:14]=1 |f:0.1|. The solvent is CN(C)C=O (DMF). Product: COCC=1OC(=CC(C1OCC1=CC=CC=C1)=O)C (2-Methoxymethyl-3-benzyloxy-6-methyl-pyran-4(1H)-one). The reactants are FC1=CC=C(C=C1)C(=C)O[Si](C)(C)C (1-Fluoro-4-[1-[(trimethylsilyl) oxy]ethenyl]-benzene), FC1=CC=C(C=C1)C(C=CC=1C=C(C#N)C=CC1)=O (3-[3-(4-fluorophenyl)-3-oxo-1-propenyl]-benzonitrile). The solvent is ClCCl (dichloromethane), ClCCl (dichloromethane). Reaction conditions: time 2 day. Product: FC1=CC=C(C=C1)C(CC(CC(=O)C1=CC=C(C=C1)F)C=1C=C(C#N)C=CC1)=O (3-[3-(4-Fluorophenyl)-1-[-2-(4-fluorophenyl)-2-oxoethyl]-3-oxopropyl]-benzonitrile). The yield is 96.7%. Reaction SMILES: [F:1][C:2]1[CH:7]=[CH:6][C:5]([C:8]([O:10][Si](C)(C)C)=[CH2:9])=[CH:4][CH:3]=1.[F:15][C:16]1[CH:21]=[CH:20][C:19]([C:22](=[O:33])[CH:23]=[CH:24][C:25]2[CH:26]=[C:27]([CH:30]=[CH:31][CH:32]=2)[C:28]#[N:29])=[CH:18][CH:17]=1>ClCCl>[F:1][C:2]1[CH:7]=[CH:6][C:5]([C:8](=[O:9])[CH2:10][CH:24]([C:25]2[CH:26]=[C:27]([CH:30]=[CH:31][CH:32]=2)[C:28]#[N:29])[CH2:23][C:22]([C:19]2[CH:18]=[CH:17][C:16]([F:15])=[CH:21][CH:20]=2)=[O:33])=[CH:4][CH:3]=1. Reported procedure: 1-Fluoro-4-[1-[(trimethylsilyl) oxy]ethenyl]-benzene (0.98 g, 2.86 mmol) is added to a cooled (-78° C.) solution of 3-[3-(4-fluorophenyl)-3-oxo-1-propenyl]-benzonitrile (0.6 g, 2.39 mmol) and TrSnCl5 (0.1 g, 0.19 mmol) in 70 mL of dichloromethane and stirred under nitrogen (N2) for 3 hours. The reaction mixture is diluted with additional dichloromethane, washed with a saturated solution of sodium bicarbonate, dried (MgSO4), and concentrated to an oil. The oil is taken up in 200 mL of diethyl eth... Starting materials: BrC1=C(C=CC=C1)C1(CCC1)C1NCCC2=CC(=C(C=C12)OC)OC ((-)-1-[1-(2-bromophenyl)cyclobutyl]-6,7-dimethoxy-1,2,3,4-tetrahydroisoquinoline), C(#N)[BH3-].[Na+] (sodium cyanoborohydride), C(C1=CC=CC=C1)(=O)[C@]([C@](C(=O)[O-])(O)C(C1=CC=CC=C1)=O)(O)C(=O)[O-] (dibenzoyl-(L)-tartrate), C=O (formaldehyde). The solvent is C(C)(=O)O (acetic acid), C(C)#N (acetonitrile). Conditions: time 15 minute. Yields the product BrC1=C(C=CC=C1)C1(CCC1)C1N(CCC2=CC(=C(C=C12)OC)OC)C ((-)-1-[1-(2-bromophenyl)cyclobutyl]-6,7-dimethoxy-2-methyl-1,2,3,4-tetrahydroisoquinoline). RXN SMILES: [Br:1][C:2]1[CH:7]=[CH:6][CH:5]=[CH:4][C:3]=1[C:8]1([CH:12]2[C:21]3[C:16](=[CH:17][C:18]([O:24][CH3:25])=[C:19]([O:22][CH3:23])[CH:20]=3)[CH2:15][CH2:14][NH:13]2)[CH2:11][CH2:10][CH2:9]1.[C:26]([C@@](C([O-])=O)(O)[C@@](C(=O)C1C=CC=CC=1)(O)C([O-])=O)(=O)C1C=CC=CC=1.C=O.C([BH3-])#N.[Na+]>C(O)(=O)C.C(#N)C>[Br:1][C:2]1[CH:7]=[CH:6][CH:5]=[CH:4][C:3]=1[C:8]1([CH:12]2[C:21]3[C:16](=[CH:17][C:18]([O:24][CH3:25])=[C:19]([O:22][CH3:23])[CH:20]=3)[CH2:15][CH2:14][N:13]2[CH3:26])[CH2:9][CH2:10][CH2:11]1 |f:3.4|. Reported procedure: A mixture of (-)-1-[1-(2-bromophenyl)cyclobutyl]-6,7-dimethoxy-1,2,3,4-tetrahydroisoquinoline (1.85 g) [liberated from the dibenzoyl-(L)-tartrate salt (3.7 g)], acetonitrile (60 ml), 37-40% aqueous formaldehyde solution (1.8 ml) and sodium cyanoborohydride (0.46 g) was stirred for 15 minutes, then neutralised with glacial acetic acid and stirred for a further 45 minutes. The mixture was concentrated by evaporation and basified to pH 12 with dilute aqueous sodium hydroxide solution. The mixture w... Reactants: Cc1ccc([N+](=O)[O-])cc1Nc1cc(Cl)ncn1, OB(O)c1cccc2c1oc1ccccc12. The product is Cc1ccc([N+](=O)[O-])cc1Nc1cc(-c2cccc3c2oc2ccccc23)ncn1. RXN SMILES: [Cl:1][c:2]1[cH:3][c:4]([NH:8][c:9]2[c:10]([CH3:18])[cH:11][cH:12][c:13]([N+:15](=[O:16])[O-:17])[cH:14]2)[n:5][cH:6][n:7]1.[cH:19]1[cH:20][cH:21][c:22]([B:32]([OH:33])[OH:34])[c:23]2[o:24][c:25]3[c:26]([c:27]12)[cH:28][cH:29][cH:30][cH:31]3>>[c:2]1(-[c:22]2[cH:21][cH:20][cH:19][c:27]3[c:23]2[o:24][c:25]2[c:26]3[cH:28][cH:29][cH:30][cH:31]2)[cH:3][c:4]([NH:8][c:9]2[c:10]([CH3:18])[cH:11][cH:12][c:13]([N+:15](=[O:16])[O-:17])[cH:14]2)[n:5][cH:6][n:7]1. The reactants are CC=1N=NC=CC1 (3-methylpyridazine), CCOCC (ether), C(C)(C)[N-]C(C)C.[Li+] (lithium diisopropylamide), FC1=C(C(=O)OC)C=CC(=C1)F (methyl 2,4-difluorobenzoate). Run in O1CCCC1 (tetrahydrofuran). The product is FC1=C(C=CC(=C1)F)C(CC=1N=NC=CC1)=O (1-(2,4-Difluorophenyl)-2-(pyridazin-3-yl)ethanone). The yield is 29.1%. RXN SMILES: [CH3:1][C:2]1[N:3]=[N:4][CH:5]=[CH:6][CH:7]=1.C([N-]C(C)C)(C)C.[Li+].[F:16][C:17]1[CH:26]=[C:25]([F:27])[CH:24]=[CH:23][C:18]=1[C:19](OC)=[O:20].CCOCC>O1CCCC1>[F:16][C:17]1[CH:26]=[C:25]([F:27])[CH:24]=[CH:23][C:18]=1[C:19](=[O:20])[CH2:1][C:2]1[N:3]=[N:4][CH:5]=[CH:6][CH:7]=1 |f:1.2|. Procedure: Treatment of 3-methylpyridazine (4.70 g) with lithium diisopropylamide (0.05 mole) in dry tetrahydrofuran followed by methyl 2,4-difluorobenzoate (8.60 g) according to the method of Example 11(i) gave the title compound, (3.40 g), m.p. 115.5°-117.5° (from ether).